Dataset: the Open Reaction Database (ORD), a public repository of structured organic reaction records. Task: describe an organic reaction: reactants, conditions, products, and yield Reaction SMILES: Br[C:2]1[CH:24]=[CH:23][C:5]2[C:6]3[N:10]([CH2:11][CH2:12][O:13][C:4]=2[CH:3]=1)[CH:9]=[C:8]([C:14]1[N:18]([CH:19]([CH3:21])[CH3:20])[N:17]=[C:16]([NH2:22])[N:15]=1)[N:7]=3.O1CCCCC1[O:31][CH2:32][CH2:33][N:34]1[CH:38]=[C:37]([Sn](CCCC)(CCCC)CCCC)[N:36]=[CH:35]1>>[NH2:22][C:16]1[N:15]=[C:14]([C:8]2[N:7]=[C:6]3[C:5]4[CH:23]=[CH:24][C:2]([C:37]5[N:36]=[CH:35][N:34]([CH2:33][CH2:32][OH:31])[CH:38]=5)=[CH:3][C:4]=4[O:13][CH2:12][CH2:11][N:10]3[CH:9]=2)[N:18]([CH:19]([CH3:21])[CH3:20])[N:17]=1. Starting materials: BrC1=CC2=C(C3=NC(=CN3CCO2)C2=NC(=NN2C(C)C)N)C=C1 (5-(8-Bromo-4,5-dihydro-6-oxa-1,3a-diaza-benzo[e]azulen-2-yl)-1-isopropyl-1H-[1,2,4]triazol-3-ylamine), O1C(CCCC1)OCCN1C=NC(=C1)[Sn](CCCC)(CCCC)CCCC (1-(2-(tetrahydro-2H-pyran-2-yloxy)ethyl)-4-(tributylstannyl)-1H-imidazole). Product: NC1=NN(C(=N1)C=1N=C2N(CCOC3=C2C=CC(=C3)C=3N=CN(C3)CCO)C1)C(C)C (2-(4-(2-(3-amino-1-isopropyl-1H-1,2,4-triazol-5-yl)-5,6-dihydrobenzo[f]imidazo[1,2-d][1,4]oxazepin-9-yl)-1H-imidazol-1-yl)ethanol). Reported procedure: 5-(8-Bromo-4,5-dihydro-6-oxa-1,3a-diaza-benzo[e]azulen-2-yl)-1-isopropyl-1H-[1,2,4]triazol-3-ylamine was reacted with 1-(2-(tetrahydro-2H-pyran-2-yloxy)ethyl)-4-(tributylstannyl)-1H-imidazole to give 229 after THP-removal with aqueous HCl purification by reverse phase HPLC (49 mg). LCMS: 421.2 Starting materials: [N+](=O)([O-])C1=C(C(=CC=C1)N)N (3-nitrobenzene-1,2-diamine), N(=O)[O-].[Na+] (NaNO2). Run in CC(=O)O (AcOH), ice water. Run at time 15 minute. Product: [N+](=O)([O-])C1=CC=CC=2NN=NC21 (4-nitro-1H-benzotriazole). The yield is 83.7%. RXN SMILES: [N+:1]([C:4]1[CH:9]=[CH:8][CH:7]=[C:6]([NH2:10])[C:5]=1[NH2:11])([O-:3])=[O:2].[N:12]([O-])=O.[Na+]>CC(O)=O>[N+:1]([C:4]1[C:5]2[N:11]=[N:12][NH:10][C:6]=2[CH:7]=[CH:8][CH:9]=1)([O-:3])=[O:2] |f:1.2|. Procedure details: To a mixture of 3-nitrobenzene-1,2-diamine (15.0 g) in AcOH (100 mL) was added NaNO2 (7.0 g). The reaction mixture was stirred for 15 min at RT, then heated at 60° C. for about 2 h, over which time the reaction mixture turned red. The mixture was cooled to RT, diluted with ice water, and the resulting precipitate filtered off and washed with ice water, then dried under vacuum to yield 4-nitro-1H-benzotriazole (13.45 g, 83.6% yield) as a light brown solid. The product was used without further pur... Starting materials: CO, Cc1csc(-n2nc(C(=O)O)c(=O)cc2C)c1, O=S(Cl)Cl. Product: COC(=O)c1nn(-c2cc(C)cs2)c(C)cc1=O. RXN SMILES: [CH3:22][OH:23].[CH3:5][c:6]1[cH:7][c:8](-[n:11]2[n:12][c:13]([C:19](=[O:20])[OH:21])[c:14](=[O:18])[cH:15][c:16]2[CH3:17])[s:9][cH:10]1.[S:1]([Cl:2])([Cl:3])=[O:4]>>[CH3:5][c:6]1[cH:7][c:8](-[n:11]2[n:12][c:13]([C:19](=[O:20])[O:21][CH3:22])[c:14](=[O:18])[cH:15][c:16]2[CH3:17])[s:9][cH:10]1. Reactants: C(C(=O)Cl)(=O)Cl (oxalyl chloride), [N+](=O)([O-])C1=CC=C(C(=O)N)C=C1 (4-nitrobenzamide). The solvent is ClCCCl (1,2-dichloroethane). Conditions: time 17 hour. Product: [N+](=O)([O-])C1=CC=C(C(=O)N=C=O)C=C1 (4-nitrobenzoylisocyanate). RXN SMILES: C(Cl)(=O)[C:2](Cl)=[O:3].[N+:7]([C:10]1[CH:18]=[CH:17][C:13]([C:14]([NH2:16])=[O:15])=[CH:12][CH:11]=1)([O-:9])=[O:8]>ClCCCl>[N+:7]([C:10]1[CH:11]=[CH:12][C:13]([C:14]([N:16]=[C:2]=[O:3])=[O:15])=[CH:17][CH:18]=1)([O-:9])=[O:8]. Procedure: 48 ml of oxalyl chloride were added batchwise to a solution of 50 g of 4-nitrobenzamide in 1.2 l of 1,2-dichloroethane and the reaction mixture was boiled for 17 hours with reflux. For workup, the reaction mixture was concentrated and the remaining residue distilled under a high vacuum. 56 g of 4-nitrobenzoylisocyanate were obtained as colorless crystals. Reactants: [Al+3], CS(=O)(=O)O, O=C1NC2C=CC1C2, [H-], [H-], [H-], [H-], [Li+], NC1C=CC(C(=O)O)C1, C1CCOC1, O. Product: CS(=O)(=O)O, NC1C=CC(CO)C1. Reaction SMILES: [Al+3:25].[CH3:10][S:11](=[O:12])(=[O:13])[OH:14].[CH:1]12[NH:2][C:3](=[O:8])[CH:4]([CH:5]=[CH:6]1)[CH2:7]2.[H-:24].[H-:27].[H-:28].[H-:29].[Li+:26].[NH2:15][CH:16]1[CH2:17][CH:18]([C:19]([OH:20])=[O:21])[CH:22]=[CH:23]1.[O:30]1[CH2:31][CH2:32][CH2:33][CH2:34]1.[OH2:9]>>[CH3:10][S:11](=[O:12])(=[O:13])[OH:14].[CH:1]1([NH2:2])[CH:6]=[CH:5][CH:4]([CH2:3][OH:8])[CH2:7]1. Starting materials: ClC=1C=C(C=CC1Cl)NN (N′-(3,4-Dichlorophenyl)hydrazine), CC(C)([O-])C.[K+] (potassium t-butoxide), Cl (hydrochloride), C(CC)(=O)[O-] (propionate). Reaction conditions: time 8 hour. Yields the product ClC=1C=C(C=CC1Cl)N1N=C(C=C1)O (1-(3,4-dichlorophenyl)-1H-pyrazol-3-ol). Yield: 37.0%. As a reaction SMILES: [Cl:1][C:2]1[CH:3]=[C:4]([NH:9][NH2:10])[CH:5]=[CH:6][C:7]=1[Cl:8].Cl.[C:12]([O-])(=[O:15])[CH2:13][CH3:14].CC(C)([O-])C.[K+]>>[Cl:1][C:2]1[CH:3]=[C:4]([N:9]2[CH:14]=[CH:13][C:12]([OH:15])=[N:10]2)[CH:5]=[CH:6][C:7]=1[Cl:8] |f:3.4|. Procedure: N′-(3,4-Dichlorophenyl)hydrazine was liberated from its hydrochloride (8.7 g, 40.6 mmol) by partitioning the solid between dilutes Na2CO3 solution and ethyl acetate. The aqueous layer was extracted 2 more times with AcOEt, dried over Na2SO4 and the solvent removed in vacuo. The residue is taken up in t-butyl alcohol (60 ml) and, in a dry nitrogen atmosphere, the ethyle propionate (4.6 ml, 44.66 mmol) was dropwise added. The mixture was ice-cooled and potassium t-butoxide (10.5 g, 81.2 mmol) was ... Reactants: CC=1C=C(C=CC1)NC=1C2=C(N=CN1)C=NC(=N2)NC2CCN(CC2)C (4-[(3-Methylphenyl)amino]-6-[(1-methyl-4-piperidinyl)amino]-pyrimido[5,4-d]pyrimidine), OO (hydrogen peroxide). The product is CC=1C=C(C=CC1)NC=1C2=C(N=CN1)C=NC(=N2)NC2CC[N+](CC2)([O-])C (4-[(3-Methylphenyl)amino]-6-[(1-methyl-N-oxido-4-piperidinyl)-amino]-pyrimido[5,4-d]pyrimidine). Reaction SMILES: [CH3:1][C:2]1[CH:3]=[C:4]([NH:8][C:9]2[C:10]3[N:18]=[C:17]([NH:19][CH:20]4[CH2:25][CH2:24][N:23]([CH3:26])[CH2:22][CH2:21]4)[N:16]=[CH:15][C:11]=3[N:12]=[CH:13][N:14]=2)[CH:5]=[CH:6][CH:7]=1.[OH:27]O>>[CH3:1][C:2]1[CH:3]=[C:4]([NH:8][C:9]2[C:10]3[N:18]=[C:17]([NH:19][CH:20]4[CH2:25][CH2:24][N+:23]([CH3:26])([O-:27])[CH2:22][CH2:21]4)[N:16]=[CH:15][C:11]=3[N:12]=[CH:13][N:14]=2)[CH:5]=[CH:6][CH:7]=1. Procedure details: Prepared from compound 62 of Example 1 by reaction with hydrogen peroxide.